Dataset: the Open Reaction Database (ORD), a public repository of structured organic reaction records. Task: describe an organic reaction: reactants, conditions, products, and yield Starting materials: ClC=1C=C(OC2CC(NC(C2)(C)C)(C)C)C=CC1Cl (4-(3,4-dichloro-phenoxy)-2,2,6,6-tetramethyl-piperidine), C([O-])([O-])=O.[K+].[K+] (potassium carbonate), C(#N)COS(=O)(=O)C1=CC=CC=C1 (cyanomethylbenzenesulfonate), CS(=O)C (DMSO). Run in O (Water). Reaction conditions: temperature 70 celsius, time 15 hour. The product is ethyl acetate petroleum, Cl.ClC=1C=C(OC2CC(N(C(C2)(C)C)CC#N)(C)C)C=CC1Cl ([4-(3,4-Dichloro-phenoxy)-2,2,6,6-tetramethyl-piperidin-1-yl]-acetonitrile hydrochloric acid salt). RXN SMILES: [Cl:1][C:2]1[CH:3]=[C:4]([CH:16]=[CH:17][C:18]=1[Cl:19])[O:5][CH:6]1[CH2:11][C:10]([CH3:13])([CH3:12])[NH:9][C:8]([CH3:15])([CH3:14])[CH2:7]1.C(=O)([O-])[O-].[K+].[K+].[C:26]([CH2:28]OS(C1C=CC=CC=1)(=O)=O)#[N:27].CS(C)=O>O>[ClH:1].[Cl:1][C:2]1[CH:3]=[C:4]([CH:16]=[CH:17][C:18]=1[Cl:19])[O:5][CH:6]1[CH2:11][C:10]([CH3:12])([CH3:13])[N:9]([CH2:28][C:26]#[N:27])[C:8]([CH3:14])([CH3:15])[CH2:7]1 |f:1.2.3,7.8|. Procedure details: A mixture of 4-(3,4-dichloro-phenoxy)-2,2,6,6-tetramethyl-piperidine (1.22 g, 3.9 mmol), potassium carbonate (6.9 g, 50 mmol), cyanomethylbenzenesulfonate (7.5 ml, 40 mmol) and DMSO (20 ml) was stirred at 70° C. for 15 h. Water (100 ml) was added and the mixture was extracted with diethyl ether (2×50 ml). Chromatography on silica gel with ethyl acetate:petroleum (1:1) gave the title compound. Hydrochloric acid in ether was added and the hydrochloric acid salt was precipitated and stirred for 10 ...